From a dataset of the Open Reaction Database (ORD), a public repository of structured organic reaction records. describe an organic reaction: reactants, conditions, products, and yield The reactants are N (NH3), N1=CC(=CC=C1)SCC1=CC(=C(C(=O)O)C=C1)C1=C(C=CC=C1)C (4-(3-pyridylthiomethyl)-2-(2-methylphenyl)benzoic acid), N[C@@H](CCSC)C(=O)O (methionine), C31H31N3O4S3, Cl.COC([C@@H](NC(C1=C(C=C(C=C1)N)C1=CC=CC=C1)=O)CCSC)=O (4-amino-2-phenylbenzoyl methionine methyl ester hydrochloride). The product is N1=CC(=CC=C1)SCC1=CC(=C(C(=O)N[C@@H](CCSC)C(=O)O)C=C1)C1=C(C=CC=C1)C (4-(3-Pyridylthiomethyl)-2-(2-methylphenyl)benzoyl Methionine). RXN SMILES: [N:1]1[CH:6]=[CH:5][CH:4]=[C:3]([S:7][CH2:8][C:9]2[CH:17]=[CH:16][C:12](C(O)=O)=[C:11]([C:18]3[CH:23]=[CH:22][CH:21]=[CH:20][C:19]=3[CH3:24])[CH:10]=2)[CH:2]=1.N[C@H](C(O)=O)CCSC.Cl.C[O:36][C:37](=[O:59])[C@H:38]([CH2:55][CH2:56][S:57][CH3:58])[NH:39][C:40](=[O:54])C1C=CC(N)=CC=1C1C=CC=CC=1.N>>[N:1]1[CH:6]=[CH:5][CH:4]=[C:3]([S:7][CH2:8][C:9]2[CH:17]=[CH:16][C:12]([C:40]([NH:39][C@H:38]([C:37]([OH:59])=[O:36])[CH2:55][CH2:56][S:57][CH3:58])=[O:54])=[C:11]([C:18]3[CH:23]=[CH:22][CH:21]=[CH:20][C:19]=3[CH3:24])[CH:10]=2)[CH:2]=1 |f:2.3|. Procedure details: The desired compound was prepared by coupling of 4-(3-pyridylthiomethyl)-2-(2-methylphenyl)benzoic acid with methionine phenylsulfonimide hydrochloride using the procedure used in step C of the preparation of compound 8. 1H NMR (300 MHz, CDCl3) δ 8.50 (m, 2H), 8.02 (m, 2H), 7.93 (t, 1H), 7.62 (m, 2H), 7.51 (m, 2H), 7.17-7.42 (m, 5H), 7.09 (m, 2H), 5.71 (d, 1H), 4.40 (m, 1H), 4.13 (s, 2H), 1.86-2.13 (m, 8H), 1.71 (m, 1H), 1.25 (m, 1H). MS (CI, NH3) m/e 606, 225. Anal calcd for C31H31N3O4S3 1.53 T... The reactants are CC(C)([O-])C.[K+] (potassium tert-butoxide), [Cl-].NC(=[NH2+])N (guanidinium chloride), C(C(C)C)N1C(C2=CC=CC=C2C1=O)CC(=O)OCC (ethyl (2-isobutyl-3-oxo-2,3-dihydro-1H-isoindol-1-yl)acetate). Conditions: temperature 20 celsius, time 24 hour. Product: C(C(C)C)N1C(C2=CC=CC=C2C1=O)CC(=O)NC(=N)N (N-[(2-isobutyl-3-oxo-2,3-dihydro-1H-isoindol-1-yl)acetyl]guanidine). Yield: 57.3%. Reaction SMILES: CC(C)([O-])C.[K+].[Cl-].[NH2:8][C:9]([NH2:11])=[NH2+:10].[CH2:12]([N:16]1[C:24](=[O:25])[C:23]2[C:18](=[CH:19][CH:20]=[CH:21][CH:22]=2)[CH:17]1[CH2:26][C:27](OCC)=[O:28])[CH:13]([CH3:15])[CH3:14]>>[CH2:12]([N:16]1[C:24](=[O:25])[C:23]2[C:18](=[CH:19][CH:20]=[CH:21][CH:22]=2)[CH:17]1[CH2:26][C:27]([NH:10][C:9]([NH2:11])=[NH:8])=[O:28])[CH:13]([CH3:15])[CH3:14] |f:0.1,2.3|. Reported procedure: N-[(2-Isobutyl-3-oxo-2,3-dihydro-1H-isoindol-1-yl)acetyl]guanidine is prepared as described in Example 1, starting with 5 g of potassium tert-butoxide, 5.2 g of guanidinium chloride and 2.5 g of ethyl (2-isobutyl-3-oxo-2,3-dihydro-1H-isoindol-1-yl)acetate. The reaction mixture is stirred at a temperature in the region of 20° C. for 24 hours and is then filtered. The filtrate is taken up in 150 cm3 of water and 200 cm3 of ethyl acetate. After separation of the phases by settling, the organic phas...